The task is: describe an organic reaction: reactants, conditions, products, and yield. This data is from the Open Reaction Database (ORD), a public repository of structured organic reaction records. Reported procedure: Methyl (Z)-[4-[3-(4-Fluorophenyl)-3-(4-iodophenyl)allyloxy]-2-methylphenoxy]acetate (400 mg, 0.75 mmol; example 10 was dissolved in a mixture of anhydrous tetrahydrofuran (10 mL) and anhydrous triethylamine (20 mL). The solution was degassed and a solution of N,N-dimethylpropargylamine (125 mg, 1.50 mmol) in anhydrous tetrahydrofuran (2 mL) was added under inert atmosphere. The resulting solution was degassed once more, copper(I) iodide (23 mg, 0.12 mmol) and tetrakis(triphenylphosphine)palladiu... RXN SMILES: [F:1][C:2]1[CH:7]=[CH:6][C:5](/[C:8](/[C:25]2[CH:30]=[CH:29][C:28](I)=[CH:27][CH:26]=2)=[CH:9]/[CH2:10][O:11][C:12]2[CH:23]=[CH:22][C:15]([O:16][CH2:17][C:18]([O:20][CH3:21])=[O:19])=[C:14]([CH3:24])[CH:13]=2)=[CH:4][CH:3]=1.[CH3:32][N:33]([CH2:35][C:36]#[CH:37])[CH3:34]>O1CCCC1.C(N(CC)CC)C.[Cu]I.C1C=CC([P]([Pd]([P](C2C=CC=CC=2)(C2C=CC=CC=2)C2C=CC=CC=2)([P](C2C=CC=CC=2)(C2C=CC=CC=2)C2C=CC=CC=2)[P](C2C=CC=CC=2)(C2C=CC=CC=2)C2C=CC=CC=2)(C2C=CC=CC=2)C2C=CC=CC=2)=CC=1>[CH3:32][N:33]([CH3:34])[CH2:35][C:36]#[C:37][C:28]1[CH:29]=[CH:30][C:25](/[C:8](/[C:5]2[CH:6]=[CH:7][C:2]([F:1])=[CH:3][CH:4]=2)=[CH:9]\[CH2:10][O:11][C:12]2[CH:23]=[CH:22][C:15]([O:16][CH2:17][C:18]([O:20][CH3:21])=[O:19])=[C:14]([CH3:24])[CH:13]=2)=[CH:26][CH:27]=1 |^1:55,57,76,95|. Run at time 8 hour. Product: CN(CC#CC1=CC=C(C=C1)\C(=C/COC1=CC(=C(OCC(=O)OC)C=C1)C)\C1=CC=C(C=C1)F)C (methyl (E)-[4-[3-[4-[3-(dimethylamino)propynyl)phenyl]-3-(4-fluorophenyl)allyloxy]-2-methylphenoxy]acetate). Run in O1CCCC1 (tetrahydrofuran), O1CCCC1 (tetrahydrofuran), C(C)N(CC)CC (triethylamine). The reagents and catalysts are [Cu]I (copper(I) iodide), C=1C=CC(=CC1)[P](C=2C=CC=CC2)(C=3C=CC=CC3)[Pd]([P](C=4C=CC=CC4)(C=5C=CC=CC5)C=6C=CC=CC6)([P](C=7C=CC=CC7)(C=8C=CC=CC8)C=9C=CC=CC9)[P](C=1C=CC=CC1)(C=1C=CC=CC1)C=1C=CC=CC1 (tetrakis(triphenylphosphine)palladium). Starting materials: FC1=CC=C(C=C1)/C(=C/COC1=CC(=C(OCC(=O)OC)C=C1)C)/C1=CC=C(C=C1)I (Methyl (Z)-[4-[3-(4-Fluorophenyl)-3-(4-iodophenyl)allyloxy]-2-methylphenoxy]acetate), CN(C)CC#C (N,N-dimethylpropargylamine). Yields the product BrC1=CC=C(C=C1)SCC=1C=NC=CC1 (3-(4-Bromo-phenylsulfanylmethyl)-pyridine). Reaction SMILES: [Br:1][C:2]1[CH:7]=[CH:6][C:5]([SH:8])=[CH:4][CH:3]=1.Br.Br[CH2:11][C:12]1[CH:13]=[N:14][CH:15]=[CH:16][CH:17]=1.C(=O)([O-])[O-].[K+].[K+]>CC(C)=O>[Br:1][C:2]1[CH:7]=[CH:6][C:5]([S:8][CH2:11][C:12]2[CH:13]=[N:14][CH:15]=[CH:16][CH:17]=2)=[CH:4][CH:3]=1 |f:3.4.5|. Yield: 85.9%. Run in CC(=O)C (acetone). The reactants are BrC1=CC=C(C=C1)S (4-bromo-benzenethiol), Br (hydrobromic acid), BrCC=1C=NC=CC1 (3-bromomethyl-pyridine), C([O-])([O-])=O.[K+].[K+] (potassium carbonate). Procedure details: Following method of example 9a, reaction of 4-bromo-benzenethiol (4.8 g, 24.1 mmol) with hydrobromic acid salt of 3-bromomethyl-pyridine (6.9 g, 26.5 mmol) and potassium carbonate (7.3 g, 53 mmol) in 91 ml acetone gives the title compound as a yellow solid (5.8 g). MS (m/e): 281 (M+H). Reactants: OC1=C(C=O)C=C(C=C1)OC(F)(F)F (2-hydroxy-5-(trifluoromethoxy)benzaldehyde), IC1(CC1)SC1=CC=CC=C1 ((1-iodocycloprop-1-yl)phenylsulfide). Reagents/catalysts: C([O-])([O-])=O.[Ag+2] (Silver carbonate). Run in C1(=CC=CC=C1)C (toluene), C(C)(=O)OCC (ethyl acetate). Reaction conditions: temperature 40 celsius, time 8 hour. Yields the product C1(=CC=CC=C1)SC1(CC1)OC1=C(C=O)C=C(C=C1)OC(F)(F)F (2-(1-Phenylthiocycloprop-1-yl)oxy-5-(trifluoromethoxy)benzaldehyde). Isolated yield 22.2%. Reaction SMILES: [OH:1][C:2]1[CH:9]=[CH:8][C:7]([O:10][C:11]([F:14])([F:13])[F:12])=[CH:6][C:3]=1[CH:4]=[O:5].I[C:16]1([S:19][C:20]2[CH:25]=[CH:24][CH:23]=[CH:22][CH:21]=2)[CH2:18][CH2:17]1>C1(C)C=CC=CC=1.C(OCC)(=O)C.C(=O)([O-])[O-].[Ag+2]>[C:20]1([S:19][C:16]2([O:1][C:2]3[CH:9]=[CH:8][C:7]([O:10][C:11]([F:12])([F:13])[F:14])=[CH:6][C:3]=3[CH:4]=[O:5])[CH2:18][CH2:17]2)[CH:25]=[CH:24][CH:23]=[CH:22][CH:21]=1 |f:4.5|. Procedure: Silver carbonate (1.2 g, 4.34 mmol) was added to a solution of 2-hydroxy-5-(trifluoromethoxy)benzaldehyde (0.5 g, 2.43 mmol) and (1-iodocycloprop-1-yl)phenylsulfide (Cohen T. and Matz J. R., J. Am. Chem. Soc. 1980, 102, 6902) (1.2 g, 4.34 mmol) in toluene (30 mL) and the mixture was stirred at 40° C. overnight. The mixture was cooled, diluted with ethyl acetate and filtered, washing well with ethyl acetate. The mixture was washed with aqueous sodium hydroxide, dried (MgSO4) and the solvent was e... Reactants: CON(C([C@H](C)NC(OC(C)(C)C)=O)=O)C ((S)-tert-butyl 1-(methoxy(methyl)amino)-1-oxopropan-2-ylcarbamate), C(C1=CC=CC=C1)[Mg]Cl (benzylmagnesium chloride). Yields the product O=C([C@H](C)NC(OC(C)(C)C)=O)CC1=CC=CC=C1 (tert-Butyl N-[(2S)-3-oxo-4-phenyl-butan-2-yl]carbamate). RXN SMILES: CON(C)[C:4](=[O:15])[C@@H:5]([NH:7][C:8](=[O:14])[O:9][C:10]([CH3:13])([CH3:12])[CH3:11])[CH3:6].[CH2:17]([Mg]Cl)[C:18]1[CH:23]=[CH:22][CH:21]=[CH:20][CH:19]=1>>[O:15]=[C:4]([CH2:17][C:18]1[CH:23]=[CH:22][CH:21]=[CH:20][CH:19]=1)[C@@H:5]([NH:7][C:8](=[O:14])[O:9][C:10]([CH3:11])([CH3:12])[CH3:13])[CH3:6]. Reported procedure: Prepared as described in Example 6 from (S)-tert-butyl 1-(methoxy(methyl)amino)-1-oxopropan-2-ylcarbamate (600 mg, 2.58 mmol) and benzylmagnesium chloride (2.0 M in THF, 3.87 mL, 7.75 mmol). Yield 653 mg (96%). The reactants are O, O=[N+]([O-])O, CC(C)c1cc(O)cc(=O)[nH]1. Product: CC(C)c1cc(O)c([N+](=O)[O-])c(=O)[nH]1. Reaction SMILES: [OH2:12].[OH:13][N+:14]([O-:15])=[O:16].[OH:1][c:2]1[cH:3][c:4](=[O:11])[nH:5][c:6]([CH:8]([CH3:9])[CH3:10])[cH:7]1>>[OH:1][c:2]1[c:3]([N+:14](=[O:13])[O-:15])[c:4](=[O:11])[nH:5][c:6]([CH:8]([CH3:9])[CH3:10])[cH:7]1. Reactants: Cl.N12C[C@@H](C(CC1)CC2)NC(=O)C=2SC1=C(C2)C=CC=C1C=1C=C(C(=O)O)C=CC1 (3-(2-{[(3R)-1-Azabicyclo[2.2.2]oct-3-ylamino]carbonyl}-1-benzothien-7-yl)-benzoic acid hydrochloride), C(C)OCCCN (3-ethoxypropylamine). Product: Cl.N12C[C@@H](C(CC1)CC2)NC(=O)C=2SC1=C(C2)C=CC=C1C1=CC(=CC=C1)C(=O)NCCCOCC (N-[(3R)-1-Azabicyclo[2.2.2]oct-3-yl]-7-(3-{[(3-ethoxypropyl)amino]carbonyl}-phenyl)-1-benzothiophene-2-carboxamide hydrochloride). Reaction SMILES: [ClH:1].[N:2]12[CH2:9][CH2:8][CH:5]([CH2:6][CH2:7]1)[C@@H:4]([NH:10][C:11]([C:13]1[S:14][C:15]3[C:21]([C:22]4[CH:23]=[C:24]([CH:28]=[CH:29][CH:30]=4)[C:25]([OH:27])=O)=[CH:20][CH:19]=[CH:18][C:16]=3[CH:17]=1)=[O:12])[CH2:3]2.[CH2:31]([O:33][CH2:34][CH2:35][CH2:36][NH2:37])[CH3:32]>>[ClH:1].[N:2]12[CH2:9][CH2:8][CH:5]([CH2:6][CH2:7]1)[C@@H:4]([NH:10][C:11]([C:13]1[S:14][C:15]3[C:21]([C:22]4[CH:30]=[CH:29][CH:28]=[C:24]([C:25]([NH:37][CH2:36][CH2:35][CH2:34][O:33][CH2:31][CH3:32])=[O:27])[CH:23]=4)=[CH:20][CH:19]=[CH:18][C:16]=3[CH:17]=1)=[O:12])[CH2:3]2 |f:0.1,3.4|. Procedure details: 50 mg (0.11 mmol) of 3-(2-{[(3R)-1-azabicyclo[2.2.2]oct-3-ylamino]carbonyl}-1-benzothien-7-yl)benzoic acid hydrochloride (Example 75) and 20.1 mg (0.23 mmol) of 3-ethoxypropylamine are reacted together by general method E. 23.4 mg (37.1% of theory) of the title compound are obtained. Starting materials: B1, B2, N1CC(OCC1)CO (morpholin-2-yl methanol), N1CC(OCC1)CO (morpholin-2-yl methanol), C(Cl)C1CO1 (epichlorohydrin), C(C1=CC=CC=C1)NCCO (N-benzylethanolamine). Product: C(C1=CC=CC=C1)N1CC(OCC1)CO ((4-benzylmorpholin-2-yl)methanol). As a reaction SMILES: [NH:1]1[CH2:6][CH2:5][O:4][CH:3]([CH2:7][OH:8])[CH2:2]1.C(C1OC1)Cl.[CH2:14](NCCO)[C:15]1[CH:20]=[CH:19][CH:18]=[CH:17][CH:16]=1>>[CH2:14]([N:1]1[CH2:6][CH2:5][O:4][CH:3]([CH2:7][OH:8])[CH2:2]1)[C:15]1[CH:20]=[CH:19][CH:18]=[CH:17][CH:16]=1. Procedure: The first steps (B1 and B2) in the synthesis of the morpholin-2-yl methanol intermediates (compounds 54 and 56) of general reaction Scheme B, is to react epichlorohydrin with N-benzylethanolamine to form (4-benzylmorpholin-2-yl)methanol. (R) or (S) stereoisomers as appropriate, are formed using either the (R) or (S) form of epichlorohydrin. The reaction may take place in solution or in an organic solvent, such as a mixture of water and isopropanol. A preferred solvent is 1:1 water/isopropanol. B...